The task is: describe an organic reaction: reactants, conditions, products, and yield. This data is from the Open Reaction Database (ORD), a public repository of structured organic reaction records. Reactants: CN(CCCCl)C (3-dimethylaminopropyl chloride), BrC=1C=CC2=C(C(C3(CCCCCC3)O2)=O)C1 (5-bromo-spiro[benzofuran-2(3H),1'-cycloheptan]-3-one), [Cl-].[NH4+] (ammonium chloride), [Mg] (magnesium), BrCCBr (1,2-dibromoethane). Run in CCOCC (ether), C1=CC=CC=C1 (benzene), CCOCC (ether), ice water, C(C)OCC (diethyl ether). Product: BrC=1C=CC2=C(C(C3(CCCCCC3)O2)(O)CCCN(C)C)C1 (5-Bromo-3-(3-dimethylaminopropyl)-3-hydroxy-spiro[benzofuran-2(3H),1'-cycloheptane]). As a reaction SMILES: [Mg].BrCCBr.[CH3:6][N:7]([CH3:12])[CH2:8][CH2:9][CH2:10]Cl.[Br:13][C:14]1[CH:15]=[CH:16][C:17]2[O:27][C:20]3([CH2:26][CH2:25][CH2:24][CH2:23][CH2:22][CH2:21]3)[C:19](=[O:28])[C:18]=2[CH:29]=1.[Cl-].[NH4+]>C(OCC)C.C1C=CC=CC=1>[Br:13][C:14]1[CH:15]=[CH:16][C:17]2[O:27][C:20]3([CH2:26][CH2:25][CH2:24][CH2:23][CH2:22][CH2:21]3)[C:19]([CH2:10][CH2:9][CH2:8][N:7]([CH3:12])[CH3:6])([OH:28])[C:18]=2[CH:29]=1 |f:4.5|. Procedure details: A stirred mixture of 2.72 g of magnesium turnings in 32 ml of diethyl ether containing about 0.5 ml of 1,2-dibromoethane was treated with a solution of 13.62 g of freshly distilled 3-dimethylaminopropyl chloride in 32 ml of ether at a rate sufficient to produce and maintain reflux. After the addition, a solution of 16.53 g of 5-bromo-spiro[benzofuran-2(3H),1'-cycloheptan]-3-one in 65 ml of benzene was added, followed by an additional 32 ml of ether and the mixture was refluxed overnight under ni... Product: C1(CC1)C1=NC2=C(N1C1=NC(=C3N=C(N(C3=N1)C)CN1CCN(CC1)C(C(=O)OCC)(C)C)N1CCOCC1)C=CC=C2 (ethyl 2-(4-((2-(2-cyclopropyl-1H-benzo[d]imidazol-1-yl)-9-methyl-6-morpholino-9H-purin-8-yl)methyl)piperazin-1-yl)-2-methylpropanoate). RXN SMILES: [CH:1]1([C:4]2[NH:5][C:6]3[CH:12]=[CH:11][CH:10]=[CH:9][C:7]=3[N:8]=2)[CH2:3][CH2:2]1.Cl[C:14]1[N:22]=[C:21]2[C:17]([N:18]=[C:19]([CH2:24][N:25]3[CH2:30][CH2:29][N:28]([C:31]([CH3:38])([CH3:37])[C:32]([O:34][CH2:35][CH3:36])=[O:33])[CH2:27][CH2:26]3)[N:20]2[CH3:23])=[C:16]([N:39]2[CH2:44][CH2:43][O:42][CH2:41][CH2:40]2)[N:15]=1>>[CH:1]1([C:4]2[N:5]([C:14]3[N:22]=[C:21]4[C:17]([N:18]=[C:19]([CH2:24][N:25]5[CH2:26][CH2:27][N:28]([C:31]([CH3:37])([CH3:38])[C:32]([O:34][CH2:35][CH3:36])=[O:33])[CH2:29][CH2:30]5)[N:20]4[CH3:23])=[C:16]([N:39]4[CH2:40][CH2:41][O:42][CH2:43][CH2:44]4)[N:15]=3)[C:6]3[CH:12]=[CH:11][CH:10]=[CH:9][C:7]=3[N:8]=2)[CH2:3][CH2:2]1. The reactants are C1(CC1)C=1NC2=C(N1)C=CC=C2 (2-cyclopropylbenzimidazole), ClC1=NC(=C2N=C(N(C2=N1)C)CN1CCN(CC1)C(C(=O)OCC)(C)C)N1CCOCC1 (ethyl 2-(4-((2-chloro-9-methyl-6-morpholino-9H-purin-8-yl)methyl)piperazin-1-yl)-2-methylpropanoate). Procedure details: Following General Procedure I for Buchwald coupling, 2-cyclopropylbenzimidazole and ethyl 2-(4-((2-chloro-9-methyl-6-morpholino-9H-purin-8-yl)methyl)piperazin-1-yl)-2-methylpropanoate were reacted to give 500. LCMS m/z: 588.4 (MH+) Starting materials: BrC1=C(C=C(C=C1)N)C(F)(F)F (4-bromo-3-(trifluoromethyl)phenylamine), C(C)(=O)OC(C)=O (acetic anhydride). Conditions: time 16 hour. The product is BrC1=C(C=C(C=C1)NC(C)=O)C(F)(F)F (N-[4-Bromo-3-(trifluoromethyl)phenyl]acetamide). As a reaction SMILES: [Br:1][C:2]1[CH:7]=[CH:6][C:5]([NH2:8])=[CH:4][C:3]=1[C:9]([F:12])([F:11])[F:10].[C:13](OC(=O)C)(=[O:15])[CH3:14]>>[Br:1][C:2]1[CH:7]=[CH:6][C:5]([NH:8][C:13](=[O:15])[CH3:14])=[CH:4][C:3]=1[C:9]([F:10])([F:11])[F:12]. Procedure: A mixture of 4-bromo-3-(trifluoromethyl)phenylamine (7.2 g, 30 mmol, Aldrich) and acetic anhydride (29 mL) was stirred at room temperature for 16 h. The reaction mixture was evaporated in vacuo to give the title product as a white solid which was used in the next step without additional purification. MS (ESI, pos. ion) m/z: 484.0 (M+1).